Dataset: the Open Reaction Database (ORD), a public repository of structured organic reaction records. Task: describe an organic reaction: reactants, conditions, products, and yield The product is CC(=O)Nc1cc(CN2C(=O)N(c3ccc(C(C)(C)C)cc3)C(=O)C2(C)C)ccn1. Starting materials: CC(C)(C)c1ccc(N2C(=O)N(Cc3ccnc(Cl)c3)C(C)(C)C2=O)cc1, O=C([O-])[O-], CC(=O)[O-], CC(=O)[O-], CC(N)=O, [Cs+], [Cs+], C1COCCO1, [Pd+2]. As a reaction SMILES: [C:1]([CH3:2])([CH3:3])([CH3:4])[c:5]1[cH:6][cH:7][c:8]([N:11]2[C:12](=[O:27])[N:13]([CH2:19][c:20]3[cH:21][c:22]([Cl:26])[n:23][cH:24][cH:25]3)[C:14]([CH3:17])([CH3:18])[C:15]2=[O:16])[cH:9][cH:10]1.[C:28](=[O:29])([O-:30])[O-:31].[C:44]([O-:45])(=[O:46])[CH3:47].[C:48]([O-:49])(=[O:50])[CH3:51].[CH3:34][C:35]([NH2:36])=[O:37].[Cs+:32].[Cs+:33].[O:38]1[CH2:39][CH2:40][O:41][CH2:42][CH2:43]1.[Pd+2:52]>>[C:1]([CH3:2])([CH3:3])([CH3:4])[c:5]1[cH:6][cH:7][c:8]([N:11]2[C:12](=[O:27])[N:13]([CH2:19][c:20]3[cH:21][c:22]([NH:36][C:35]([CH3:34])=[O:37])[n:23][cH:24][cH:25]3)[C:14]([CH3:17])([CH3:18])[C:15]2=[O:16])[cH:9][cH:10]1. Starting materials: BrC=1C=CC2=C(C(OCC(N2)=O)(C)C)C1 (7-bromo-5,5-dimethyl-1,5-dihydro-4,1-benzoxazepin-2(3H)-one), FC=1C=C(C=C(C1)F)B(O)O (3,5-difluorobenzene boronic acid). Product: FC=1C=C(C=C(C1)F)C=1C=CC2=C(C(OCC(N2)=O)(C)C)C1 (7-(3,5-Difluorophenyl)-5,5-dimethyl-1,5-dihydro-4,1-benzoxazepin-2(3H)-one). RXN SMILES: Br[C:2]1[CH:3]=[CH:4][C:5]2[NH:11][C:10](=[O:12])[CH2:9][O:8][C:7]([CH3:14])([CH3:13])[C:6]=2[CH:15]=1.[F:16][C:17]1[CH:18]=[C:19](B(O)O)[CH:20]=[C:21]([F:23])[CH:22]=1>>[F:16][C:17]1[CH:18]=[C:19]([C:2]2[CH:3]=[CH:4][C:5]3[NH:11][C:10](=[O:12])[CH2:9][O:8][C:7]([CH3:14])([CH3:13])[C:6]=3[CH:15]=2)[CH:20]=[C:21]([F:23])[CH:22]=1. Procedure: Prepared from 7-bromo-5,5-dimethyl-1,5-dihydro-4,1-benzoxazepin-2(3H)-one and 3,5-difluorobenzene boronic acid generally according to the coupling procedure described in example 1. 1H-NMR (DMSO-d6) δ 10.04 (s, 1H), 7.61-7.57 (m, 2H), 7.52-7.45 (m, 2H), 7.23-7.17 (m, 2H), 4.72 (s, 2H), 1.60 (s, 6H); MS (FI) m/z 304 [M+H]+. The reactants are C(=O)(O)COC([C@@](CC1=CC(=C(C=C1)O)O)(C)NN)=O ((S)-3-(3,4-Dihydroxyphenyl)-2-hydrazino-2-methylpropionic acid carboxymethylester), ClCC=1C=C(C(=O)OCC2=C(C=C(C=C2)OC)OC)C=CC1 (2,4-dimethoxybenzyl m-chloromethyl-benzoate). Product: OC=1C=C(C=CC1O)C[C@](C(=O)OCC=1C=C(C(=O)O)C=CC1)(C)NN ((S)-3-[3-(3,4-Dihydroxyphenyl)-2-hydrazino-2-methylpropionyloxy]methylbenzoic acid). The yield is 26.0%. RXN SMILES: [C:1]([CH2:4][O:5][C:6](=[O:20])[C@:7]([NH:18][NH2:19])([CH3:17])[CH2:8][C:9]1[CH:14]=[CH:13][C:12]([OH:15])=[C:11]([OH:16])[CH:10]=1)(O)=O.Cl[CH2:22][C:23]1[CH:24]=[C:25]([CH:40]=CC=1)[C:26]([O:28]CC1C=CC(OC)=CC=1OC)=[O:27]>>[OH:16][C:11]1[CH:10]=[C:9]([CH2:8][C@@:7]([NH:18][NH2:19])([CH3:17])[C:6]([O:5][CH2:4][C:1]2[CH:40]=[C:25]([CH:24]=[CH:23][CH:22]=2)[C:26]([OH:28])=[O:27])=[O:20])[CH:14]=[CH:13][C:12]=1[OH:15]. Procedure: Following the procedure described for preparation of compound 229, and substituting tert-butyl bromomethyl acetate with 2,4-dimethoxybenzyl m-chloromethyl-benzoate, provided the title compound (26% over 2 steps) as a white solid. 1H NMR (400 MHz, CD3OD): δ1.42 (3H, s), 2.79 (1H, d), 2.90 (1H, d), 5.2 (2H, m), 6.35 (1H, dd), 6.56 (1H, d); 6.60 (1H, d), 7.45 (2H, m), 7.97 (2H, m). MS (ESI) m/z 361.15 (M+H+) and 359.17 (M−H−). The reactants are NC=1C(=NC2=CC=CC=C2C1)OC (3-Amino-2-methoxyquinoline), ClC(=O)OC1=CC=CC=C1 (phenyl chloroformate). Solvent: ClCCl (dichloromethane). Run at time 2 hour. Product: COC1=NC2=CC=CC=C2C=C1NC(OC1=CC=CC=C1)=O (Phenyl N-(2-methoxyquinolin-3-yl)carbamate). The yield is 75.0%. RXN SMILES: [NH2:1][C:2]1[C:3]([O:12][CH3:13])=[N:4][C:5]2[C:10]([CH:11]=1)=[CH:9][CH:8]=[CH:7][CH:6]=2.Cl[C:15]([O:17][C:18]1[CH:23]=[CH:22][CH:21]=[CH:20][CH:19]=1)=[O:16]>ClCCl>[CH3:13][O:12][C:3]1[C:2]([NH:1][C:15](=[O:16])[O:17][C:18]2[CH:23]=[CH:22][CH:21]=[CH:20][CH:19]=2)=[CH:11][C:10]2[C:5](=[CH:6][CH:7]=[CH:8][CH:9]=2)[N:4]=1. Procedure details: 3-Amino-2-methoxyquinoline(4 g, 23 mmol) and phenyl chloroformate(4.04 g, 25 mmol) were dissolved in dichloromethane and stirred at room temperature for 2 hours. The above mixture was concentrated under the reduced pressure to remove dichloromethane and purified by column chromatography(hexane:ether=8:1) to obtain the titled compound. The reactants are N (ammonia), [Cl-].[NH4+] (ammonium chloride), O1C2C1C(C=C1C=C[C@H]3[C@@H]4CC[C@H]([C@@H](CCCC(C)(C)F)C)[C@]4(CC[C@@H]3[C@@]21C)C)=O (1,2-Epoxy-25-fluoro-4,6-cholestadien-3-one), [Li] (lithium), 1D, N (ammonia). Solvent: O1CCCC1 (tetrahydrofuran). The product is FC(C)(C)CCC[C@@H](C)[C@H]1CC[C@H]2[C@@H]3CC=C4C[C@@H](O)C[C@@H]([C@]4(C)[C@H]3CC[C@]12C)O (25-fluoro-1α-hydroxycholesterol). Reaction SMILES: [O:1]1[CH:3]2[C:4](=[O:30])[CH:5]=[C:6]3[C@:27]([CH3:28])([CH:2]12)[C@@H:26]1[C@H:9]([C@H:10]2[C@:23]([CH3:29])([CH2:24][CH2:25]1)[C@@H:13]([C@H:14]([CH3:22])[CH2:15][CH2:16][CH2:17][C:18]([F:21])([CH3:20])[CH3:19])[CH2:12][CH2:11]2)[CH:8]=[CH:7]3.N.[Cl-].[NH4+].[Li]>O1CCCC1>[F:21][C:18]([CH2:17][CH2:16][CH2:15][C@H:14]([C@@H:13]1[C@:23]2([CH3:29])[C@H:10]([C@H:9]3[C@H:26]([CH2:25][CH2:24]2)[C@:27]2([CH3:28])[C:6]([CH2:5][C@H:4]([CH2:3][C@@H:2]2[OH:1])[OH:30])=[CH:7][CH2:8]3)[CH2:11][CH2:12]1)[CH3:22])([CH3:19])[CH3:20] |f:2.3,^1:33|. Procedure details: 1,2-Epoxy-25-fluoro-4,6-cholestadien-3-one (0.01 moles) prepared according to 1D above is dissolved in 100 ml. of a 1:1 solvent mixture of tetrahydrofuran and liquid ammonia containing 0.04 moles of ammonium chloride. The mixture is stirred at reflux using a dry ice condenser and reduced by adding 0.42 grams of finally divided metalic lithium (0.06 gm. atoms) over a period of 10 minutes. The mixture is refluxed for one hour after which time the ammonia is allowed to evaporate from the mixture. T... Reactants: C(C)(=O)NC=1OC2=C(N1)C=CC(=C2)CCC=2N=C1N(C=CC(=C1)C)C2 (2-Acetamido-6-[2-(7-methylimidazo[1,2-a]pyridin-2-yl)ethyl]benzoxazole), P(=O)(Cl)(Cl)Cl (phosphorous oxychloride), CN(C=O)C (N,N-dimethylformamide), C([O-])([O-])=O.[K+].[K+] (potassium carbonate). Solvent: O (water). Yields the product CN(C)C=NC=1OC2=C(N1)C=CC(=C2)CCC=2N=C1N(C=CC(=C1)C)C2 (2-dimethylaminomethyleneamino-6-[2-(7-methylimidazo[1,2-a]pyridin-2-yl)ethyl]benzoxazole). RXN SMILES: [C:1]([NH:4][C:5]1[O:6][C:7]2[CH:13]=[C:12]([CH2:14][CH2:15][C:16]3[N:17]=[C:18]4[CH:23]=[C:22]([CH3:24])[CH:21]=[CH:20][N:19]4[CH:25]=3)[CH:11]=[CH:10][C:8]=2[N:9]=1)(=O)C.P(Cl)(Cl)(Cl)=O.C(=O)([O-])[O-].[K+].[K+].[CH3:37][N:38](C)[CH:39]=O>O>[CH3:37][N:38]([CH:1]=[N:4][C:5]1[O:6][C:7]2[CH:13]=[C:12]([CH2:14][CH2:15][C:16]3[N:17]=[C:18]4[CH:23]=[C:22]([CH3:24])[CH:21]=[CH:20][N:19]4[CH:25]=3)[CH:11]=[CH:10][C:8]=2[N:9]=1)[CH3:39] |f:2.3.4|. Reported procedure: 2-Acetamido-6-[2-(7-methylimidazo[1,2-a]pyridin-2-yl)ethyl]benzoxazole (2.20 g) was added in small portions to a solution of phosphorous oxychloride (1.79 ml) in N,N-dimethylformamide (20 ml) at ambient temperature with stirring. After being stirred for 1 hour, the mixture was diluted with water (200 ml) and stirred for an additional 30 minutes. The mixture was made alkaline with aqueous potassium carbonate and extracted with dichloromethane. The extract was washed with water, dried over magnesi...